This data is from the Open Reaction Database (ORD), a public repository of structured organic reaction records. The task is: describe an organic reaction: reactants, conditions, products, and yield Starting materials: Cl.NCC(=O)C1=CC=CC=C1 (α-Aminoacetophenone hydrochloride), [N+](=O)([O-])C=C(S(=O)C)SC (1-nitro-2-methylthio-2-methylsulphinylethylene), C[O-].[Na+] (Sodium methoxide). Run in CO (methanol), CO (methanol). Conditions: time 10 minute. The product is CSC=1NC=C(C1[N+](=O)[O-])C1=CC=CC=C1 (2-methylthio-3-nitro-4-phenylpyrrole). The yield is 60.4%. Reaction SMILES: Cl.[NH2:2][CH2:3][C:4]([C:6]1[CH:11]=[CH:10][CH:9]=[CH:8][CH:7]=1)=O.[N+:12]([CH:15]=[C:16](SC)[S:17]([CH3:19])=O)([O-:14])=[O:13].C[O-].[Na+]>CO>[CH3:19][S:17][C:16]1[NH:2][CH:3]=[C:4]([C:6]2[CH:11]=[CH:10][CH:9]=[CH:8][CH:7]=2)[C:15]=1[N+:12]([O-:14])=[O:13] |f:0.1,3.4|. Procedure details: α-Aminoacetophenone hydrochloride (6.87 g, 0.040 mol) was mixed with 1-nitro-2-methylthio-2-methylsulphinylethylene (7.25 g, 0.040 mol) in 300 ml dry methanol and warmed at 60°. Sodium methoxide (from 0.92 g sodium, 0.080 g atom) in methanol (25 ml) was added dropwise, with stirring, over about 10 minutes. After addition, the mixture was stirred at 60° for one hour, and then filtered to give 2-methylthio-3-nitro-4-phenylpyrrole 5.66 g, m.p. 259°-261° dec. The reactants are COC=1C=CC(=C(C(=O)O)C1)NC1=CC=CC=C1 (5-methoxy-2-(phenylamino)benzoic acid), C=O (formaldehyde), ice water. The solvent is C(C)O (ethanol). Product: COC=1C=CC2=C(C(OCN2C2=CC=CC=C2)=O)C1 (1,2-Dihydro-6-methoxy-1-phenyl-4H-3,1-benzoxazine-4-one). Isolated yield 83.0%. Reaction SMILES: [CH3:1][O:2][C:3]1[CH:4]=[CH:5][C:6]([NH:12][C:13]2[CH:18]=[CH:17][CH:16]=[CH:15][CH:14]=2)=[C:7]([CH:11]=1)[C:8]([OH:10])=[O:9].[CH2:19]=O>C(O)C>[CH3:1][O:2][C:3]1[CH:4]=[CH:5][C:6]2[N:12]([C:13]3[CH:18]=[CH:17][CH:16]=[CH:15][CH:14]=3)[CH2:19][O:9][C:8](=[O:10])[C:7]=2[CH:11]=1. Procedure: A mixture of 15.0 g (0.062 mole) of 5-methoxy-2-(phenylamino)benzoic acid and 75 ml of 37% aqueous formaldehyde solution in 75 ml of ethanol was heated on the steam bath for 75 minutes. The mixture was cooled and added to 400 g ice/water. The crude oxazine product was filtered, stirred in 75 ml of 5% aqueous sodium bicarbonate, and refiltered to yield 13.0 g (83% yield) of the product, mp 99.5°-101° C. A sample recrystallized from hexane was analytically pure, mp 100°-102° C. Reactants: CCCCC(=O)c1ccc(CC(C)C)cc1, C1CCOC1. Product: CCCCC(O)c1ccc(CC(C)C)cc1. RXN SMILES: [CH2:1]([CH:2]([CH3:3])[CH3:4])[c:5]1[cH:6][cH:7][c:8]([C:11]([CH2:12][CH2:13][CH2:14][CH3:15])=[O:16])[cH:9][cH:10]1.[O:17]1[CH2:18][CH2:19][CH2:20][CH2:21]1>>[CH2:1]([CH:2]([CH3:3])[CH3:4])[c:5]1[cH:6][cH:7][c:8]([CH:11]([CH2:12][CH2:13][CH2:14][CH3:15])[OH:16])[cH:9][cH:10]1. Starting materials: C1(C=2C(C(N1[C@H]1[C@H](SC3=CC=C(C=C3)C)O[C@@H]([C@H]([C@@H]1OC(C1=CC=CC=C1)=O)O)CO)=O)=CC=CC2)=O (p-methylphenyl 2-deoxy-2-phthalimido-3-O-benzoyl-1-thio-β-D-glucopyranoside), C(C)(C)(C)[Si](C1=CC=CC=C1)(C1=CC=CC=C1)Cl (tert-butylchlorodiphenylsilane), N1C=NC=C1 (imidazole). The solvent is CN(C)C=O (DMF), CCOC(=O)C (EtOAc). Run at time 4 hour. Product: C1(C=2C(C(N1[C@H]1[C@H](SC3=CC=C(C=C3)C)O[C@@H]([C@H]([C@@H]1OC(C1=CC=CC=C1)=O)O)CO[Si](C1=CC=CC=C1)(C1=CC=CC=C1)C(C)(C)C)=O)=CC=CC2)=O (p-Methylphenyl 2-deoxy-2-phthalimido-3-O-benzoyl-6O-t-butyldiphenylsilyl-1-thio-β-D-glucopyranoside). The yield is 80.2%. Reaction SMILES: [C:1]1(=[O:37])[N:5]([C@@H:6]2[C@@H:19]([O:20][C:21](=[O:28])[C:22]3[CH:27]=[CH:26][CH:25]=[CH:24][CH:23]=3)[C@H:18]([OH:29])[C@@H:17]([CH2:30][OH:31])[O:16][C@H:7]2[S:8][C:9]2[CH:14]=[CH:13][C:12]([CH3:15])=[CH:11][CH:10]=2)[C:4](=[O:32])[C:3]2=[CH:33][CH:34]=[CH:35][CH:36]=[C:2]12.[C:38]([Si:42](Cl)([C:49]1[CH:54]=[CH:53][CH:52]=[CH:51][CH:50]=1)[C:43]1[CH:48]=[CH:47][CH:46]=[CH:45][CH:44]=1)([CH3:41])([CH3:40])[CH3:39].N1C=CN=C1>CN(C=O)C.CCOC(C)=O>[C:4]1(=[O:32])[N:5]([C@@H:6]2[C@@H:19]([O:20][C:21](=[O:28])[C:22]3[CH:27]=[CH:26][CH:25]=[CH:24][CH:23]=3)[C@H:18]([OH:29])[C@@H:17]([CH2:30][O:31][Si:42]([C:38]([CH3:41])([CH3:40])[CH3:39])([C:49]3[CH:50]=[CH:51][CH:52]=[CH:53][CH:54]=3)[C:43]3[CH:48]=[CH:47][CH:46]=[CH:45][CH:44]=3)[O:16][C@H:7]2[S:8][C:9]2[CH:14]=[CH:13][C:12]([CH3:15])=[CH:11][CH:10]=2)[C:1](=[O:37])[C:2]2=[CH:36][CH:35]=[CH:34][CH:33]=[C:3]12. Procedure details: A mixture of p-methylphenyl 2-deoxy-2-phthalimido-3-O-benzoyl-1-thio-β-D-glucopyranoside (70.0 mg, 0.1349 mmol), tert-butylchlorodiphenylsilane (83.2 mg, 0.2968 mmol), and imidazole (27.8 mg, 0.4047 mmol) in DMF (4 mL) was stirred for 4 h. The mixture was diluted with EtOAc (35 mL) and washed with water (3×10 mL). The organic layer was dried over Na2SO4 and concentrated. The residue was purified by column chromatography on silica gel (hexanes/EtOAc 4:1 to 3:1) to give product (82.0 mg, 80%) as a... Starting materials: N1C[C@@H](CC1)NC=1C=2C=CN=CC2C=CC1 ((R)—N-(pyrrolidin-3-yl)isoquinolin-5-amine), CSC1=CC=C(C=O)C=C1 (4-(methylthio)-benzaldehyde). Yields the product CSC1=CC=C(CN2C[C@@H](CC2)NC=2C=3C=CN=CC3C=CC2)C=C1 ((R)—N-(1-(4-(Methylthio)benzyl)pyrrolidin-3-yl)isoquinolin-5-amine). As a reaction SMILES: [NH:1]1[CH2:5][CH2:4][C@@H:3]([NH:6][C:7]2[C:8]3[CH:9]=[CH:10][N:11]=[CH:12][C:13]=3[CH:14]=[CH:15][CH:16]=2)[CH2:2]1.[CH3:17][S:18][C:19]1[CH:26]=[CH:25][C:22]([CH:23]=O)=[CH:21][CH:20]=1>>[CH3:17][S:18][C:19]1[CH:26]=[CH:25][C:22]([CH2:23][N:1]2[CH2:5][CH2:4][C@@H:3]([NH:6][C:7]3[C:8]4[CH:9]=[CH:10][N:11]=[CH:12][C:13]=4[CH:14]=[CH:15][CH:16]=3)[CH2:2]2)=[CH:21][CH:20]=1. Reported procedure: Reaction of (R)—N-(pyrrolidin-3-yl)isoquinolin-5-amine and 4-(methylthio)-benzaldehyde using the method of Example 8 afforded the title compound. The reactants are C(#N)C1=CC=C(C2=CC=CC=C12)NC(=O)[C@H]1NCC[C@@H]1O ((2S,3S) 3-Hydroxy-pyrrolidine-2-carboxylic acid (4-cyano-naphthalen-1-yl)-amide), C(C(C)(C)C)=O (pivalaldehyde), C(C(C)(C)C)=O (pivalaldehyde), C=1(C(=CC=CC1)S(=O)(=O)O)C (toluenesulfonic acid), ( 18 ). Run in C1=CC=CC=C1 (benzene), CCCCC (pentane), C1=CC=CC=C1 (benzene). The product is C(C)(C)(C)[C@H]1N(C([C@H]2N1CC[C@@H]2O)=O)C2=CC=C(C1=CC=CC=C21)C#N ((3R,7S,7aS)-4-(3-tert-Butyl-7-hydroxy-1-oxo-tetrahydro-pyrrolo[1,2-c]imidazol-2-yl)-naphthalene-1-carbonitrile). Yield: 81.8%. RXN SMILES: [C:1]([C:3]1[C:12]2[C:7](=[CH:8][CH:9]=[CH:10][CH:11]=2)[C:6]([NH:13][C:14]([C@@H:16]2[C@@H:20]([OH:21])[CH2:19][CH2:18][NH:17]2)=[O:15])=[CH:5][CH:4]=1)#[N:2].[CH:22](=O)[C:23]([CH3:26])([CH3:25])[CH3:24].C1(C)C(S(O)(=O)=O)=CC=CC=1>C1C=CC=CC=1.CCCCC>[C:23]([C@@H:26]1[N:17]2[CH2:18][CH2:19][C@H:20]([OH:21])[C@H:16]2[C:14](=[O:15])[N:13]1[C:6]1[C:7]2[C:12](=[CH:11][CH:10]=[CH:9][CH:8]=2)[C:3]([C:1]#[N:2])=[CH:4][CH:5]=1)([CH3:25])([CH3:24])[CH3:22]. Reported procedure: A suspension of 30D (40 mg, 0.14 mmol) and pivalaldehyde (30 μl, 0.27 mmol) in a mixture of dry benzene (0.5 ml) and dry pentane (5.0 ml) was refluxed for 20 hr with a Dean-Starke receiver, after which additional pivalaldehyde (30 μl, 0.27 mmol), dry benzene (0.5 ml) and catalytic toluenesulfonic acid was added (Ref: Org. Lett. 2 (18) 2781-2783, (2000)). The reaction mixture was refluxed for another 25 hr, evaporated to dryness and dried in vacuo. Purification using automated flash chromatograph...